This data is from the Open Reaction Database (ORD), a public repository of structured organic reaction records. The task is: describe an organic reaction: reactants, conditions, products, and yield The product is [N+](=O)([O-])C=1C=C(C=CC1C#N)C1=NC=C(C=N1)CCCCCCC (2-(3-Nitro-4-cyanophenyl)-5-n-heptylpyrimidine). Run in CN1C(N(CCC1)C)=O (1,3-dimethyltetrahydro-2(1H)pyrimidinon). The reactants are Cu-(I)-cyanide, amidine hydrochloride, [N+](=O)([O-])C=1C=C(C=CC1Br)C1=NC=C(C=N1)CCCCCCC (2-(3-nitro-4-bromophenyl)-5-n-heptylpyrimidine), BrC1=CC=C(C#N)C=C1 (4-bromobenzonitrile), [N+](=O)([O-])C=1C=C(C#N)C=CC1Br (3-nitro-4-bromobenzonitrile). Reaction SMILES: [N+:1]([C:4]1[CH:5]=[C:6]([C:11]2[N:16]=[CH:15][C:14]([CH2:17][CH2:18][CH2:19][CH2:20][CH2:21][CH2:22][CH3:23])=[CH:13][N:12]=2)[CH:7]=[CH:8][C:9]=1Br)([O-:3])=[O:2].BrC1C=CC([C:29]#[N:30])=CC=1.[N+](C1C=C(C=CC=1Br)C#N)([O-])=O>CN1CCCN(C)C1=O>[N+:1]([C:4]1[CH:5]=[C:6]([C:11]2[N:16]=[CH:15][C:14]([CH2:17][CH2:18][CH2:19][CH2:20][CH2:21][CH2:22][CH3:23])=[CH:13][N:12]=2)[CH:7]=[CH:8][C:9]=1[C:29]#[N:30])([O-:3])=[O:2]. Reported procedure: A mixture of 37.8 g of 2-(3-nitro-4-bromophenyl)-5-n-heptylpyrimidine (obtainable by nitration of 4-bromobenzonitrile, converting the 3-nitro-4-bromobenzonitrile into the corresponding amidine hydrochloride and heating the latter together with n-heptylmalondialdehydtetramethylacetale), 18 g of Cu-(I)-cyanide and 100 ml of 1,3-dimethyltetrahydro-2(1H)pyrimidinon (DMPU) is heated at 150° for 3 hours. After cooling the mixture is filtered, the filtrate and the residue are extracted with methylene c... The reactants are ClCCC\C(=C/C1=CC(=C(C=C1)N1C=NC(=C1)C)OC)\C=1OC(=NN1)C1=CC=C(C=C1)F (2-{4-chloro-1-{1-[3-methoxy-4-(4-methyl-1H-imidazol-1-yl)phenyl]-(E)-methylidene}butyl}-5-(4-fluorophenyl)-[1,3,4]oxadiazole), C(C)(=O)[O-].[NH4+] (ammonium acetate). Run in C(C)(=O)O (acetic acid). Yields the product FC1=CC=C(C=C1)C1=NN2C(/C(/CCC2)=C/C2=CC(=C(C=C2)N2C=NC(=C2)C)OC)=N1 (2-(4-fluorophenyl)-8-{1-[3-methoxy-4-(4-methyl-1H-imidazol-1-yl)phenyl]-(E)-methylidene}-5,6,7,8-tetrahydro[1,2,4]triazolo[1,5-a]pyridine). Isolated yield 43.6%. As a reaction SMILES: Cl[CH2:2][CH2:3][CH2:4]/[C:5](/[C:21]1O[C:23]([C:26]2[CH:31]=[CH:30][C:29]([F:32])=[CH:28][CH:27]=2)=[N:24][N:25]=1)=[CH:6]\[C:7]1[CH:12]=[CH:11][C:10]([N:13]2[CH:17]=[C:16]([CH3:18])[N:15]=[CH:14]2)=[C:9]([O:19][CH3:20])[CH:8]=1.C([O-])(=O)C.[NH4+:37]>C(O)(=O)C>[F:32][C:29]1[CH:30]=[CH:31][C:26]([C:23]2[N:37]=[C:21]3/[C:5](=[CH:6]/[C:7]4[CH:12]=[CH:11][C:10]([N:13]5[CH:17]=[C:16]([CH3:18])[N:15]=[CH:14]5)=[C:9]([O:19][CH3:20])[CH:8]=4)/[CH2:4][CH2:3][CH2:2][N:25]3[N:24]=2)=[CH:27][CH:28]=1 |f:1.2|. Procedure details: A solution of 2-{4-chloro-1-{1-[3-methoxy-4-(4-methyl-1H-imidazol-1-yl)phenyl]-(E)-methylidene}butyl}-5-(4-fluorophenyl)-[1,3,4]oxadiazole (85 mg) and ammonium acetate (290 mg) in acetic acid (3 mL) was heated under reflux for 10 hours. The reaction solution was left to cool to room temperature and concentrated under reduced pressure. Methylene chloride and a 1 N sodium hydroxide solution were added to the residue, and the organic layer was separated. The resulting organic layer was washed with ...